From a dataset of the Open Reaction Database (ORD), a public repository of structured organic reaction records. describe an organic reaction: reactants, conditions, products, and yield Reactants: C=CC(=O)OCC, CCO, Clc1cccc(N2CCNCC2)c1. The product is CCOC(=O)C(C)N1CCN(c2cccc(Cl)c2)CC1. Reaction SMILES: [C:1]([CH:2]=[CH2:3])(=[O:4])[O:5][CH2:6][CH3:7].[CH3:21][CH2:22][OH:23].[Cl:8][c:9]1[cH:10][c:11]([N:15]2[CH2:16][CH2:17][NH:18][CH2:19][CH2:20]2)[cH:12][cH:13][cH:14]1>>[C:1]([CH:2]([CH3:3])[N:18]1[CH2:17][CH2:16][N:15]([c:11]2[cH:10][c:9]([Cl:8])[cH:14][cH:13][cH:12]2)[CH2:20][CH2:19]1)(=[O:4])[O:5][CH2:6][CH3:7]. Reactants: N1=CC=CC2=CC=CC=C12 (quinoline), C(CCC)NC(=O)OC=1C=C(NC(CC(C)=O)=O)C=CC1 (m-(n-butylcarbamoyloxy)-acetylacetanilide), C(OC)([O-])[O-] (methyl orthoformate), C1(=CC=C(C=C1)S(=O)(=O)O)C (p-toluene sulfonic acid). The solvent is CO (methanol). Reaction conditions: time 24 hour. Product: C(CCC)NC(=O)OC=1C=C(NC(CC(C)(OC)OC)=O)C=CC1 (m-(n-butylcarbamoyloxy)-3,3-dimethoxy-butyranilide). Reaction SMILES: [CH2:1]([NH:5][C:6]([O:8][C:9]1[CH:10]=[C:11]([CH:19]=[CH:20][CH:21]=1)[NH:12][C:13](=[O:18])[CH2:14][C:15](=[O:17])[CH3:16])=[O:7])[CH2:2][CH2:3][CH3:4].[CH:22]([O-])([O-])[O:23]C.[C:27]1(C)C=CC(S(O)(=O)=O)=CC=1.N1C2C(=CC=CC=2)C=CC=1>CO>[CH2:1]([NH:5][C:6]([O:8][C:9]1[CH:10]=[C:11]([CH:19]=[CH:20][CH:21]=1)[NH:12][C:13](=[O:18])[CH2:14][C:15]([O:23][CH3:22])([O:17][CH3:27])[CH3:16])=[O:7])[CH2:2][CH2:3][CH3:4]. Procedure: A mixture of 23.5 g of m-(n-butylcarbamoyloxy)-acetylacetanilide 15 g of methyl orthoformate, 75 ml of methanol and 0.5 g of p-toluene sulfonic acid was stirred for 24 hours and 1 ml of quinoline was then added. The solvent was evaporated and the residue was chromatographed over silica. Elution with an 8-2 methylene chloride-acetone mixture yielded 20 g of m-(n-butylcarbamoyloxy)-3,3-dimethoxy-butyranilide melting at 114°C. STEP B: m-(n-butylcarbamoyloxy)-3-methoxy-crotonanilide Reactants: FC1=CC=C(C=C1)C=1N=C(N(C1C1=CC=NC=C1)C)SCC(=O)NC(C(=O)OC)CCC(=O)OC (dimethyl 2-{2-[4-(4-fluorophenyl)-1-methyl-5-pyridin-4-yl-1H-imidazol-2-ylsulfanyl]acetylamino}pentanedioate), [OH-].[Na+] (NaOH). Run in Cl (HCl). Reaction conditions: time 6 hour. Yields the product FC1=CC=C(C=C1)C=1N=C(N(C1C1=CC=NC=C1)C)SCC(=O)NC(C(=O)O)CCC(=O)OC (1-hydrogen 5-methyl 2-{2-[4-(4-fluorophenyl)-1-methyl-5-pyridin-4-yl-1H-imidazol-2-ylsulfanyl]acetylamino}pentanedioate). Reaction SMILES: [F:1][C:2]1[CH:7]=[CH:6][C:5]([C:8]2[N:9]=[C:10]([S:20][CH2:21][C:22]([NH:24][CH:25]([CH2:30][CH2:31][C:32]([O:34][CH3:35])=[O:33])[C:26]([O:28]C)=[O:27])=[O:23])[N:11]([CH3:19])[C:12]=2[C:13]2[CH:18]=[CH:17][N:16]=[CH:15][CH:14]=2)=[CH:4][CH:3]=1.[OH-].[Na+]>Cl>[F:1][C:2]1[CH:3]=[CH:4][C:5]([C:8]2[N:9]=[C:10]([S:20][CH2:21][C:22]([NH:24][CH:25]([CH2:30][CH2:31][C:32]([O:34][CH3:35])=[O:33])[C:26]([OH:28])=[O:27])=[O:23])[N:11]([CH3:19])[C:12]=2[C:13]2[CH:18]=[CH:17][N:16]=[CH:15][CH:14]=2)=[CH:6][CH:7]=1 |f:1.2|. Procedure details: 100 ml of HCl 10% are added to dimethyl 2-{2-[4-(4-fluorophenyl)-1-methyl-5-pyridin-4-yl-1H-imidazol-2-ylsulfanyl]acetylamino}pentanedioate (0.8 mmol/0.400 g) and the mixture is stirred at room temperature for 6 h. The mixture is then slowly neutralized using 2N NaOH, resulting in the precipitation of 1-hydrogen 5-methyl 2-{2-[4-(4-fluorophenyl)-1-methyl-5-pyridin-4-yl-1H-imidazol-2-ylsulfanyl]acetylamino}pentanedioate as a yellowish crystalline powder. The precipitate is filtered off with sucti... The reactants are CCOC(C)=O, CC(C)(C)OC(=O)N1CCN(C(=O)CCl)C(C(O)(c2ccccc2)c2ccccc2)C1, [H-], [Na+], C1CCOC1. Yields the product CC(C)(C)OC(=O)N1CCN2C(=O)COC(c3ccccc3)(c3ccccc3)C2C1. As a reaction SMILES: [CH3:34][CH2:35][O:36][C:37](=[O:38])[CH3:39].[Cl:1][CH2:2][C:3](=[O:4])[N:5]1[CH:6]([C:18]([c:19]2[cH:20][cH:21][cH:22][cH:23][cH:24]2)([c:25]2[cH:26][cH:27][cH:28][cH:29][cH:30]2)[OH:31])[CH2:7][N:8]([C:11](=[O:12])[O:13][C:14]([CH3:15])([CH3:16])[CH3:17])[CH2:9][CH2:10]1.[H-:32].[Na+:33].[O:40]1[CH2:41][CH2:42][CH2:43][CH2:44]1>>[CH2:2]1[C:3](=[O:4])[N:5]2[CH:6]([CH2:7][N:8]([C:11](=[O:12])[O:13][C:14]([CH3:15])([CH3:16])[CH3:17])[CH2:9][CH2:10]2)[C:18]([c:19]2[cH:20][cH:21][cH:22][cH:23][cH:24]2)([c:25]2[cH:26][cH:27][cH:28][cH:29][cH:30]2)[O:31]1. Reactants: Cc1cnc(NC(=O)CBr)cn1, O=C(OC1CN2CCC1CC2)C1(c2ccccc2)CCCCCC1. Yields the product [Br-], Cc1cnc(NC(=O)C[N+]23CCC(CC2)C(OC(=O)C2(c4ccccc4)CCCCCC2)C3)cn1. As a reaction SMILES: [Br:25][CH2:26][C:27](=[O:28])[NH:29][c:30]1[n:31][cH:32][c:33]([CH3:36])[n:34][cH:35]1.[c:1]1([C:7]2([C:14](=[O:15])[O:16][CH:17]3[CH2:18][N:19]4[CH2:20][CH2:21][CH:22]3[CH2:23][CH2:24]4)[CH2:8][CH2:9][CH2:10][CH2:11][CH2:12][CH2:13]2)[cH:2][cH:3][cH:4][cH:5][cH:6]1>>[Br-:25].[c:1]1([C:7]2([C:14](=[O:15])[O:16][CH:17]3[CH2:18][N+:19]4([CH2:26][C:27](=[O:28])[NH:29][c:30]5[n:31][cH:32][c:33]([CH3:36])[n:34][cH:35]5)[CH2:20][CH2:21][CH:22]3[CH2:23][CH2:24]4)[CH2:8][CH2:9][CH2:10][CH2:11][CH2:12][CH2:13]2)[cH:2][cH:3][cH:4][cH:5][cH:6]1. Starting materials: FC=1C=C2C(=C(C(C2=CC1)=CC1=CC=C(C=C1)S(=O)C)C)CC(=O)NCC(=O)O (N-[5-fluoro-2-methyl-1-(ρ-methylsulfinylbenzylidene)-3-indenylacetyl]-glycine), [OH-].[Na+] (sodium hydroxide), Benzyle-N-[5-fluoro-2-methyl-1-(ρ-methylsulfinylbenzylidene)-3-indenylacetyl]-glycinate, C(C)O (ethanol). Solvent: O (water). Reaction conditions: time 18 hour. Yields the product FC=1C=C2C(=C(C(C2=CC1)=CC1=CC=C(C=C1)S(=O)C)C)CC(=O)O (5-fluoro-2-methyl-1-(ρ-methylsulfinylbenzylidene)-3-indenylacetic acid). As a reaction SMILES: [F:1][C:2]1[CH:3]=[C:4]2[C:8](=[CH:9][CH:10]=1)[C:7](=[CH:11][C:12]1[CH:17]=[CH:16][C:15]([S:18]([CH3:20])=[O:19])=[CH:14][CH:13]=1)[C:6]([CH3:21])=[C:5]2[CH2:22]C(NCC(O)=O)=O.[CH2:30]([OH:32])C.[OH-:33].[Na+]>O>[F:1][C:2]1[CH:3]=[C:4]2[C:8](=[CH:9][CH:10]=1)[C:7](=[CH:11][C:12]1[CH:13]=[CH:14][C:15]([S:18]([CH3:20])=[O:19])=[CH:16][CH:17]=1)[C:6]([CH3:21])=[C:5]2[CH2:22][C:30]([OH:32])=[O:33] |f:2.3|. Procedure details: N-[5-fluoro-2-methyl-1-(ρ-methylsulfinylbenzylidene)-3-indenylacetyl]-glycine. Benzyle-N-[5-fluoro-2-methyl-1-(ρ-methylsulfinylbenzylidene)-3-indenylacetyl]-glycinate (0.03 mole) in a mixture of 25 ml. of anhydrous ethanol and 2.5 ml. of 1N sodium hydroxide is allowed to stand at room temperature for 18 hours. The solution is diluted with water and extracted with ether. The aqueous layer is acidified with dilute hydrochloric acid and the organic product is extracted with ethyl acetate, washed wi...